From a dataset of the Open Reaction Database (ORD), a public repository of structured organic reaction records. describe an organic reaction: reactants, conditions, products, and yield The reactants are SCC(=O)O (mercaptoacetic acid), C(C)(C)C=1C(=CC2=C(OCO2)C1)C(C1=CC=CC=C1)O (α-(6-isopropyl-1,3-benzodioxol-5-yl)-benzyl alcohol), O.C1(=CC=C(C=C1)S(=O)(=O)O)C (p-toluenesulfonic acid monohydrate). Yields the product C(C)(C)C=1C(=CC2=C(OCO2)C1)C(C1=CC=CC=C1)CC(=O)O ({α-(6-Isopropyl-1,3-benzodioxol-5-yl)benzyl]-acetic acid). The yield is 102.4%. Solvent: C1=CC=CC=C1 (benzene), C1=CC=CC=C1 (benzene). Procedure details: 1.2 g of α-(6-isopropyl-1,3-benzodioxol-5-yl)-benzyl alcohol was dissolved in 10 ml of benzene, followed by the addition of 490 mg of mercaptoacetic acid and a catalytic amount of p-toluenesulfonic acid monohydrate. The obtained mixture was heated under reflux for one hour and cooled, followed by the addition of benzene. The mixture was washed with water, followed by the addition of a 1N aqueous solution of sodium hydroxide. The alkaline layer was separated, acidified with concentrated hydrochlo... Reaction SMILES: [CH:1]([C:4]1[C:5]([CH:13](O)[C:14]2[CH:19]=[CH:18][CH:17]=[CH:16][CH:15]=2)=[CH:6][C:7]2[O:11][CH2:10][O:9][C:8]=2[CH:12]=1)([CH3:3])[CH3:2].S[CH2:22][C:23]([OH:25])=[O:24].O.C1(C)C=CC(S(O)(=O)=O)=CC=1>C1C=CC=CC=1>[CH:1]([C:4]1[C:5]([CH:13]([CH2:22][C:23]([OH:25])=[O:24])[C:14]2[CH:19]=[CH:18][CH:17]=[CH:16][CH:15]=2)=[CH:6][C:7]2[O:11][CH2:10][O:9][C:8]=2[CH:12]=1)([CH3:3])[CH3:2] |f:2.3|. The reactants are O=C([O-])[O-], NC(=O)CCl, [K+], [K+], Cc1cccc2nc(Cn3cnc4c(N)ncnc43)n(-c3ccccc3O)c(=O)c12, CN(C)C=O, O. Product: Cc1cccc2nc(Cn3cnc4c(N)ncnc43)n(-c3ccccc3OCC(N)=O)c(=O)c12. As a reaction SMILES: [C:36](=[O:37])([O-:38])[O-:39].[Cl:31][CH2:32][C:33](=[O:34])[NH2:35].[K+:40].[K+:41].[NH2:1][c:2]1[c:3]2[n:4][cH:5][n:6]([CH2:11][c:12]3[n:13][c:14]4[cH:15][cH:16][cH:17][c:18]([CH3:30])[c:19]4[c:20](=[O:29])[n:21]3-[c:22]3[c:23]([OH:28])[cH:24][cH:25][cH:26][cH:27]3)[c:7]2[n:8][cH:9][n:10]1.[O:43]=[CH:44][N:45]([CH3:46])[CH3:47].[OH2:42]>>[NH2:1][c:2]1[c:3]2[n:4][cH:5][n:6]([CH2:11][c:12]3[n:13][c:14]4[cH:15][cH:16][cH:17][c:18]([CH3:30])[c:19]4[c:20](=[O:29])[n:21]3-[c:22]3[c:23]([O:28][CH2:32][C:33](=[O:34])[NH2:35])[cH:24][cH:25][cH:26][cH:27]3)[c:7]2[n:8][cH:9][n:10]1. RXN SMILES: [CH3:12][O:13][c:14]1[cH:15][c:16]([CH2:17][NH2:18])[cH:19][cH:20][c:21]1[O:22][CH3:23].[Cl:24][CH2:25][Cl:26].[n:1]1[cH:2][n:3][cH:4][c:5]2[c:6]1[s:7][c:8]([CH:10]=[O:11])[cH:9]2>>[n:1]1[cH:2][n:3][cH:4][c:5]2[c:6]1[s:7][c:8]([CH:10]=[N:18][CH2:17][c:16]1[cH:15][c:14]([O:13][CH3:12])[c:21]([O:22][CH3:23])[cH:20][cH:19]1)[cH:9]2. Starting materials: COc1ccc(CN)cc1OC, ClCCl, O=Cc1cc2cncnc2s1. Product: COc1ccc(CN=Cc2cc3cncnc3s2)cc1OC. Starting materials: BrCc1ccccc1, CN(C)C=O, [H-], [Na+], C1CCOC1, OCC1(CO)CCC1. As a reaction SMILES: [Br:16][CH2:17][c:18]1[cH:19][cH:20][cH:21][cH:22][cH:23]1.[CH3:24][N:25]([CH3:26])[CH:27]=[O:28].[H-:14].[Na+:15].[O:9]1[CH2:10][CH2:11][CH2:12][CH2:13]1.[OH:1][CH2:2][C:3]1([CH2:7][OH:8])[CH2:4][CH2:5][CH2:6]1>>[O:1]([CH2:2][C:3]1([CH2:7][OH:8])[CH2:4][CH2:5][CH2:6]1)[CH2:17][c:18]1[cH:19][cH:20][cH:21][cH:22][cH:23]1. Product: OCC1(COCc2ccccc2)CCC1. Reactants: ClCCCBr, COc1ccc([N+](=O)[O-])cc1O, CC(C)O, [Na+], [OH-]. Product: COc1ccc([N+](=O)[O-])cc1OCCCCl. RXN SMILES: [Br:15][CH2:16][CH2:17][CH2:18][Cl:19].[CH3:1][O:2][c:3]1[c:4]([OH:12])[cH:5][c:6]([N+:9](=[O:10])[O-:11])[cH:7][cH:8]1.[CH:20]([OH:21])([CH3:22])[CH3:23].[Na+:14].[OH-:13]>>[CH3:1][O:2][c:3]1[c:4]([O:12][CH2:16][CH2:17][CH2:18][Cl:19])[cH:5][c:6]([N+:9](=[O:10])[O-:11])[cH:7][cH:8]1. The reactants are COc1cc(C(CC2CCCC2)C(=O)Nc2ccn(CCO[Si](C)(C)C(C)(C)C)n2)ccc1S(C)(=O)=O, CC(=O)O, Cl, C1CCOC1, O. Product: COc1cc(C(CC2CCCC2)C(=O)Nc2ccn(CCO)n2)ccc1S(C)(=O)=O. RXN SMILES: [C:1]([Si:2]([CH3:3])([CH3:4])[O:6][CH2:7][CH2:8][n:9]1[n:10][c:11]([NH:14][C:15]([CH:16]([CH2:17][CH:18]2[CH2:19][CH2:20][CH2:21][CH2:22]2)[c:23]2[cH:24][c:25]([O:33][CH3:34])[c:26]([S:29](=[O:30])(=[O:31])[CH3:32])[cH:27][cH:28]2)=[O:35])[cH:12][cH:13]1)([CH3:5])([CH3:36])[CH3:37].[CH3:45][C:46](=[O:47])[OH:48].[ClH:44].[O:38]1[CH2:39][CH2:40][CH2:41][CH2:42]1.[OH2:43]>>[OH:6][CH2:7][CH2:8][n:9]1[n:10][c:11]([NH:14][C:15]([CH:16]([CH2:17][CH:18]2[CH2:19][CH2:20][CH2:21][CH2:22]2)[c:23]2[cH:24][c:25]([O:33][CH3:34])[c:26]([S:29](=[O:30])(=[O:31])[CH3:32])[cH:27][cH:28]2)=[O:35])[cH:12][cH:13]1.